This data is from the Open Reaction Database (ORD), a public repository of structured organic reaction records. The task is: describe an organic reaction: reactants, conditions, products, and yield Starting materials: BrC1=C(C=CC=C1)[C@@H](C)O ((R)-1-(2-bromophenyl)ethanol), chloro[2-(dicyclohexylphosphino)-3,6-dimethoxy-2′,4′,6′-tri-i-propyl-1,1′-biphenyl][2-(2-aminoethyl)phenyl]palladium(II), CC(C(=O)O)(C)C (trimethylacetic acid), C([O-])([O-])=O.[K+].[K+] (potassium carbonate), COC=1C=CC2=C(SC=C2OC2=CC=C(C=C2)/C=C/C(=O)OC)C1 ((E)-methyl 3-(4-((6-methoxybenzo[b]thiophen-3-yl)oxy)phenyl)acrylate). The solvent is CC(=O)N(C)C (DMA). Yields the product O[C@H](C)C1=C(C=CC=C1)C1=C(C2=C(S1)C=C(C=C2)OC)OC2=CC=C(C=C2)/C=C/C(=O)OC ((R,E)-methyl 3-(4-((2-(2-(1-hydroxyethyl)phenyl)-6-methoxybenzo[b]thiophen-3-yl)oxy)phenyl)acrylate). Yield: 20.4%. RXN SMILES: [CH3:1][O:2][C:3]1[CH:4]=[CH:5][C:6]2[C:10]([O:11][C:12]3[CH:17]=[CH:16][C:15](/[CH:18]=[CH:19]/[C:20]([O:22][CH3:23])=[O:21])=[CH:14][CH:13]=3)=[CH:9][S:8][C:7]=2[CH:24]=1.Br[C:26]1[CH:31]=[CH:30][CH:29]=[CH:28][C:27]=1[C@H:32]([OH:34])[CH3:33].CC(C)(C)C(O)=O.C(=O)([O-])[O-].[K+].[K+]>CC(N(C)C)=O>[OH:34][C@@H:32]([C:27]1[CH:28]=[CH:29][CH:30]=[CH:31][C:26]=1[C:9]1[S:8][C:7]2[CH:24]=[C:3]([O:2][CH3:1])[CH:4]=[CH:5][C:6]=2[C:10]=1[O:11][C:12]1[CH:17]=[CH:16][C:15](/[CH:18]=[CH:19]/[C:20]([O:22][CH3:23])=[O:21])=[CH:14][CH:13]=1)[CH3:33] |f:3.4.5|. Procedure: To a microwave vial containing (E)-methyl 3-(4-((6-methoxybenzo[b]thiophen-3-yl)oxy)phenyl)acrylate (100 mg, 0.294 mmol) in DMA (2.5 mL) was added (R)-1-(2-bromophenyl)ethanol (118 mg, 0.588 mmol), chloro[2-(dicyclohexylphosphino)-3,6-dimethoxy-2′,4′,6′-tri-i-propyl-1,1′-biphenyl][2-(2-aminoethyl)phenyl]palladium(II) (BrettPhos Palladacycle 1st generation, 23.47 mg, 0.029 mmol), trimethylacetic acid (90 mg, 0.881 mmol) and potassium carbonate (122 mg, 0.881 mmol) The microwave vial was sealed, p... Reactants: CN(C)CCN, CN(C(=O)Oc1ccc(NC(=O)CC(C)(C)CC(=O)O)cn1)c1ccccc1, [Cl-], ClCCl, O=S(Cl)Cl. The product is CN(C)CCNC(=O)CC(C)(C)CC(=O)Nc1ccc(OC(=O)N(C)c2ccccc2)nc1. Reaction SMILES: [CH3:34][N:35]([CH2:36][CH2:37][NH2:38])[CH3:39].[CH3:5][C:6]([CH2:7][C:8](=[O:9])[OH:10])([CH2:11][C:12]([NH:13][c:14]1[cH:15][n:16][c:17]([O:20][C:21]([N:22]([c:23]2[cH:24][cH:25][cH:26][cH:27][cH:28]2)[CH3:29])=[O:30])[cH:18][cH:19]1)=[O:31])[CH3:32].[Cl-:33].[Cl:40][CH2:41][Cl:42].[S:1]([Cl:2])([Cl:3])=[O:4]>>[CH3:5][C:6]([CH2:7][C:8](=[O:10])[NH:38][CH2:37][CH2:36][N:35]([CH3:34])[CH3:39])([CH2:11][C:12]([NH:13][c:14]1[cH:15][n:16][c:17]([O:20][C:21]([N:22]([c:23]2[cH:24][cH:25][cH:26][cH:27][cH:28]2)[CH3:29])=[O:30])[cH:18][cH:19]1)=[O:31])[CH3:32]. Starting materials: CNCC1=CNC2=CC(=CC=C12)C (methyl-(6-methyl-1H-indol-3-ylmethyl)-amine), C(C)(C)N(CC)C(C)C (diisopropylethyl amine), C(=O)OC1=CC=C(C=C1)[N+](=O)[O-] (4-nitrophenyl formate). The solvent is C(C)#N (acetonitrile), CO (methanol), C(C)(=O)O (acetic acid). Run at time 3 hour. Product: CN(C=O)CC1=CNC2=CC(=CC=C12)C (N-methyl-N-(6-methyl-1H-indol-3-ylmethyl)-formamide). Reaction SMILES: [CH3:1][NH:2][CH2:3][C:4]1[C:12]2[C:7](=[CH:8][C:9]([CH3:13])=[CH:10][CH:11]=2)[NH:6][CH:5]=1.C(N(C(C)C)CC)(C)C.[CH:23](OC1C=CC([N+]([O-])=O)=CC=1)=[O:24]>C(#N)C.CO.C(O)(=O)C>[CH3:1][N:2]([CH2:3][C:4]1[C:12]2[C:7](=[CH:8][C:9]([CH3:13])=[CH:10][CH:11]=2)[NH:6][CH:5]=1)[CH:23]=[O:24]. Reported procedure: To a solution of crude methyl-(6-methyl-1H-indol-3-ylmethyl)-amine (87 mg) in acetonitrile (1 ml) was added diisopropylethyl amine (0.25 ml) and 4-nitrophenyl formate (90 mg) and stirring was continued for 3 h. The mixture was diluted with methanol and acetic acid evaporated and the residue was chromatographed on silica using n-heptane/AcOEt (1:1) to give N-methyl-N-(6-methyl-1H-indol-3-ylmethyl)-formamide as a colorless oil. MS: 202.9 ([M]+). Starting materials: Br (hydrobromic acid), Br.NC=1SC=C(N1)CCN1C(C2=CC=CC=C2C1=O)=O (2-[2-(2-amino-thiazol-4-yl)-ethyl]isoindole-1,3-dione hydrobromide). The solvent is O (water), O (water). Conditions: temperature 120 celsius, time 18 hour. Yields the product dihydrobromide, NCCC=1N=C(SC1)N (4-(2-aminoethyl)thiazol-2-amine). Reaction SMILES: Br.[NH2:2][C:3]1[S:4][CH:5]=[C:6]([CH2:8][CH2:9][N:10]2C(=O)C3C(=CC=CC=3)C2=O)[N:7]=1.Br>O>[NH2:10][CH2:9][CH2:8][C:6]1[N:7]=[C:3]([NH2:2])[S:4][CH:5]=1 |f:0.1|. Reported procedure: A suspension of 2-[2-(2-amino-thiazol-4-yl)-ethyl]isoindole-1,3-dione hydrobromide (25.7 g, 72.6 mmol, 1 eq.) in water (125 mL) was treated with 62% hydrobromic acid in water (125 mL). The resulting suspension was then refluxed (oil bath temperature=120° C.), under N2 for 18 hours. The resulting orange homogeneous reaction mixture was allowed to cool down to r.t. (fast precipitation of a beige solid occurred). The resulting suspension was filtered and the filter cake (phthalic acid) was washed w... The reactants are CSCS(=O)C (methyl methylthiomethyl sulfoxide), solution, [OH-].C(C1=CC=CC=C1)[N+](C)(C)C (benzyltrimethylammonium hydroxide), ClC=1C=CC(=C(C=O)C1)OCOC (5-chloro-2-methoxymethoxybenzaldehyde), O1CCCC1 (tetrahydrofuran). Solvent: O (Water), CO (methanol). Yields the product ClC=1C=CC(=C(C1)CC(=O)OC)O (methyl 2-(5-chloro-2-hydroxyphenyl)acetate). The yield is 91.0%. Reaction SMILES: CSCS(C)=O.[OH-:7].C([N+](C)(C)C)C1C=CC=CC=1.[Cl:19][C:20]1[CH:21]=[CH:22][C:23]([O:28]COC)=[C:24]([CH:27]=1)[CH:25]=O.[O:32]1[CH2:36]CC[CH2:33]1>CO.O>[Cl:19][C:20]1[CH:21]=[CH:22][C:23]([OH:28])=[C:24]([CH2:25][C:33]([O:32][CH3:36])=[O:7])[CH:27]=1 |f:1.2|. Procedure: A mixture of methyl methylthiomethyl sulfoxide (11.7 g), 40% solution of benzyltrimethylammonium hydroxide in methanol (7.5 mL), 5-chloro-2-methoxymethoxybenzaldehyde (9.43 g) and tetrahydrofuran (150 mL) was heated under reflux for 20 hrs. Water was added to the reaction mixture and the mixture was extracted with ethyl acetate. The organic layer was washed with saturated brine, dried over anhydrous magnesium sulfate, and concentrated. A mixture of the obtained residue and 10% hydrogen chloride-...